This data is from the Open Reaction Database (ORD), a public repository of structured organic reaction records. The task is: describe an organic reaction: reactants, conditions, products, and yield As a reaction SMILES: [CH3:15][CH2:16][OH:17].[CH3:1][c:2]1[c:3]([O:11][CH2:12][C:13]#[CH:14])[cH:4][c:5]([N+:8]([O-:9])=[O:10])[cH:6][cH:7]1.[Fe:19].[OH2:18]>>[CH3:1][c:2]1[c:3]([O:11][CH2:12][C:13]#[CH:14])[cH:4][c:5]([NH2:8])[cH:6][cH:7]1. Reactants: CCO, C#CCOc1cc([N+](=O)[O-])ccc1C, [Fe], O. Product: C#CCOc1cc(N)ccc1C. The reactants are C1CCNC1, O=C1CCc2cc(Cl)cc(Cl)c2C1, Cc1ccc(S(=O)(=O)O)cc1, c1ccccc1. Yields the product Clc1cc(Cl)c2c(c1)CCC(N1CCCC1)=C2. Reaction SMILES: [CH2:14]1[CH2:15][CH2:16][NH:17][CH2:18]1.[Cl:1][c:2]1[cH:3][c:4]2[c:9]([c:10]([Cl:12])[cH:11]1)[CH2:8][C:7](=[O:13])[CH2:6][CH2:5]2.[c:19]1([CH3:20])[cH:21][cH:22][c:23]([S:24]([OH:25])(=[O:26])=[O:27])[cH:28][cH:29]1.[cH:30]1[cH:31][cH:32][cH:33][cH:34][cH:35]1>>[Cl:1][c:2]1[cH:3][c:4]2[c:9]([c:10]([Cl:12])[cH:11]1)[CH:8]=[C:7]([N:17]1[CH2:16][CH2:15][CH2:14][CH2:18]1)[CH2:6][CH2:5]2.